This data is from the Open Reaction Database (ORD), a public repository of structured organic reaction records. The task is: describe an organic reaction: reactants, conditions, products, and yield The reactants are ClC=1C(=CC2=C(CC(O2)O)C1)N1CCCCC1 (5-chloro-2-hydroxy-6-(piperidin-1-yl)-2,3-dihydrobenzofuran), C([O-])([O-])=O.[Na+].[Na+] (sodium carbonate). Solvent: polyphosphoric acid, O (water). Product: ClC=1C(=CC2=C(C=CO2)C1)N1CCCCC1 (5-chloro-6-(piperidin-1-yl)-benzofuran). Reaction SMILES: [Cl:1][C:2]1[C:3]([N:12]2[CH2:17][CH2:16][CH2:15][CH2:14][CH2:13]2)=[CH:4][C:5]2[O:9][CH:8](O)[CH2:7][C:6]=2[CH:11]=1.C(=O)([O-])[O-].[Na+].[Na+]>O>[Cl:1][C:2]1[C:3]([N:12]2[CH2:17][CH2:16][CH2:15][CH2:14][CH2:13]2)=[CH:4][C:5]2[O:9][CH:8]=[CH:7][C:6]=2[CH:11]=1 |f:1.2.3|. Procedure: A solution of 250 mg (1.00 mmole) of crude 5-chloro-2-hydroxy-6-(piperidin-1-yl)-2,3-dihydrobenzofuran in 2.5 g of polyphosphoric acid is maintained at 60° for 20 minutes, then ice and water are added and the whole is adjusted to pH 7 with solid sodium carbonate. The reaction mixture is extracted twice with methylene chloride. The organic phases are washed with water, combined, dried over sodium sulphate and concentrated in a vacuum rotary evaporator. The residue is chromatographed over silica g... Reactants: CN(/C=C/C(=O)C1=NN(C=CC1=O)C1=CC(=CC=C1)C(F)(F)F)C (3-((E)-3-Dimethylamino-acryloyl)-1-(3-trifluoromethyl-phenyl)-1H-pyridazin-4-one), ClC=1C=C(C=CC1)NN (3-chloro-phenylhydrazine), Cl (HCl). The product is ClC=1C=C(C=CC1)N1N=CC=C1C1=NN(C=CC1=O)C1=CC(=CC=C1)C(F)(F)F (3-[2-(3-Chloro-phenyl)-2H-pyrazol-3-yl]-1-(3-trifluoromethyl-phenyl)-1H-pyridazin-4-one). Yield: 51.0%. As a reaction SMILES: C[N:2](C)/[CH:3]=[CH:4]/[C:5]([C:7]1[C:12](=[O:13])[CH:11]=[CH:10][N:9]([C:14]2[CH:19]=[CH:18][CH:17]=[C:16]([C:20]([F:23])([F:22])[F:21])[CH:15]=2)[N:8]=1)=O.[Cl:25][C:26]1[CH:27]=[C:28]([NH:32]N)[CH:29]=[CH:30][CH:31]=1.Cl>>[Cl:25][C:26]1[CH:27]=[C:28]([N:32]2[C:5]([C:7]3[C:12](=[O:13])[CH:11]=[CH:10][N:9]([C:14]4[CH:19]=[CH:18][CH:17]=[C:16]([C:20]([F:23])([F:22])[F:21])[CH:15]=4)[N:8]=3)=[CH:4][CH:3]=[N:2]2)[CH:29]=[CH:30][CH:31]=1. Procedure: The product was obtained starting from 3-((E)-3-Dimethylamino-acryloyl)-1-(3-trifluoromethyl-phenyl)-1H-pyridazin-4-one (A-3) and 3-chloro-phenylhydrazine×HCl according to the method described for Example 1 in 51% yield. MS: M=417.4 (M+H)+ Starting materials: CC#N, O=C(c1cc(Br)c(Br)[nH]1)C(Cl)(Cl)Cl, NCCC1OCCO1. Yields the product O=C(NCCC1OCCO1)c1cc(Br)c(Br)[nH]1. RXN SMILES: [CH3:22][C:23]#[N:24].[Cl:9][C:10]([Cl:11])([Cl:12])[C:13](=[O:14])[c:15]1[nH:16][c:17]([Br:21])[c:18]([Br:20])[cH:19]1.[NH2:1][CH2:2][CH2:3][CH:4]1[O:5][CH2:6][CH2:7][O:8]1>>[NH:1]([CH2:2][CH2:3][CH:4]1[O:5][CH2:6][CH2:7][O:8]1)[C:13](=[O:14])[c:15]1[nH:16][c:17]([Br:21])[c:18]([Br:20])[cH:19]1.